From a dataset of the Open Reaction Database (ORD), a public repository of structured organic reaction records. describe an organic reaction: reactants, conditions, products, and yield The reactants are [OH-].[K+] (potassium hydroxide), BrC1=C(O[C@@H](C(=O)OC)CC2=CC=CC=C2)C(=CC(=C1)C1=C2C=CC=CC2=C(C2=C1C1=C(S2)C=CC=C1)Br)Br ((R)-2-[2,6-dibromo-4-(6-bromo-benzo[b]naphtho[2,3-d]thiophen-11 -yl)-phenoxy]-3-phenyl-propionic acid, methyl ester), CO (methanol). The solvent is C1CCOC1 (THF). The product is BrC1=C(O[C@@H](C(=O)O)CC2=CC=CC=C2)C(=CC(=C1)C1=C2C=CC=CC2=C(C2=C1C1=C(S2)C=CC=C1)Br)Br ((R)-2-[2,6-Dibromo-4-(6-bromo-benzo[b]naphtho[2,3-d]thiophen-11-yl)-phenoxy]-3-phenyl-propionic acid). Yield: 67.0%. As a reaction SMILES: [OH-].[K+].[Br:3][C:4]1[CH:22]=[C:21]([C:23]2[C:32]3[C:33]4[CH:39]=[CH:38][CH:37]=[CH:36][C:34]=4[S:35][C:31]=3[C:30]([Br:40])=[C:29]3[C:24]=2[CH:25]=[CH:26][CH:27]=[CH:28]3)[CH:20]=[C:19]([Br:41])[C:5]=1[O:6][C@H:7]([CH2:12][C:13]1[CH:18]=[CH:17][CH:16]=[CH:15][CH:14]=1)[C:8]([O:10]C)=[O:9].CO>C1COCC1>[Br:3][C:4]1[CH:22]=[C:21]([C:23]2[C:32]3[C:33]4[CH:39]=[CH:38][CH:37]=[CH:36][C:34]=4[S:35][C:31]=3[C:30]([Br:40])=[C:29]3[C:24]=2[CH:25]=[CH:26][CH:27]=[CH:28]3)[CH:20]=[C:19]([Br:41])[C:5]=1[O:6][C@H:7]([CH2:12][C:13]1[CH:14]=[CH:15][CH:16]=[CH:17][CH:18]=1)[C:8]([OH:10])=[O:9] |f:0.1|. Reported procedure: Aqueous potassium hydroxide (1 N, 6.37 mL, 6.37 mmol) was added to a stirred solution of (R)-2-[2,6-dibromo-4-(6-bromo-benzo[b]naphtho[2,3-d]thiophen-11 -yl)-phenoxy]-3-phenyl-propionic acid, methyl ester (2.31 g, 3.19 mmol) in THF (22 mL)/methanol (15 mL). After 2 h the solution was concentrated, diluted with water (100 mL) and acidified with 10% aqueous HCl. The solid was filtered, washed with water and triturated with petroleum ether. It was then recrystalyzed from methanol to provide the tit... The reactants are CSc1cccc(Br)c1C, ClC(Cl)(Cl)Cl, CC#N, [O-][I+3]([O-])([O-])[O-], [Na+], O, Cl[Ru](Cl)Cl. The product is Cc1c(Br)cccc1S(C)(=O)=O. As a reaction SMILES: [Br:1][c:2]1[c:3]([CH3:10])[c:4]([S:8][CH3:9])[cH:5][cH:6][cH:7]1.[C:11]([Cl:12])([Cl:13])([Cl:14])[Cl:15].[CH3:16][C:17]#[N:18].[I+3:19]([O-:20])([O-:21])([O-:22])[O-:23].[Na+:24].[OH2:25].[Ru:26]([Cl:27])([Cl:28])[Cl:29]>>[Br:1][c:2]1[c:3]([CH3:10])[c:4]([S:8]([CH3:9])(=[O:20])=[O:25])[cH:5][cH:6][cH:7]1. The reactants are [OH-].[K+] (potassium hydroxide), O (water), C[C@@]12[C@H](CC[C@H]1[C@@H]1CCC3=CC(CC[C@]3(C)[C@H]1CC2)=O)C(=O)OC (methyl 4-androsten-3-one-17β-carboxylate). Solvent: CO (methanol). Product: C[C@@]12[C@H](CC[C@H]1[C@@H]1CCC3=CC(CC[C@]3(C)[C@H]1CC2)=O)C(=O)O (4-androsten-3-one-17β-carboylic acid). As a reaction SMILES: [OH-].[K+].O.[CH3:4][C@:5]12[CH2:22][CH2:21][C@H:20]3[C@@H:10]([CH2:11][CH2:12][C:13]4[C@:18]3([CH3:19])[CH2:17][CH2:16][C:15](=[O:23])[CH:14]=4)[C@@H:9]1[CH2:8][CH2:7][C@@H:6]2[C:24]([O:26]C)=[O:25]>CO>[CH3:4][C@:5]12[CH2:22][CH2:21][C@H:20]3[C@@H:10]([CH2:11][CH2:12][C:13]4[C@:18]3([CH3:19])[CH2:17][CH2:16][C:15](=[O:23])[CH:14]=4)[C@@H:9]1[CH2:8][CH2:7][C@@H:6]2[C:24]([OH:26])=[O:25] |f:0.1|. Reported procedure: To a stirred solution of 10.123 g. of potassium hydroxide in a mixture of 11.3 ml. of water and 180 ml. of methanol, is added 15 g. of the methyl carboxylate ester product of Step C. above, which is rinsed in with 22.5 ml. of additional methanol. The reaction mixture is placed in an oil bath and heated to reflux, where it is maintained overnight under a nitrogen atmosphere. The reaction mixture is then removed from the heat, concentrated briefly under the nitrogen stream, and then poured into a ... Starting materials: ClCC1CO1, [H-], COc1ccc(I)c(O)c1, [Na+]. Product: COc1ccc(I)c(OCC2CO2)c1. As a reaction SMILES: [Cl:13][CH2:14][CH:15]1[CH2:16][O:17]1.[H-:11].[I:1][c:2]1[c:3]([OH:10])[cH:4][c:5]([O:8][CH3:9])[cH:6][cH:7]1.[Na+:12]>>[I:1][c:2]1[c:3]([O:10][CH2:14][CH:15]2[CH2:16][O:17]2)[cH:4][c:5]([O:8][CH3:9])[cH:6][cH:7]1. The reactants are C(C)C(CO)CCCC (2-ethylhexanol), C(N)(=O)N1C(C=CC1=O)=O (N-carbamylmaleimide). Product: C(\C=C/C(NC(N)=O)=O)(=O)OCC(CCCC)CC (2-ethylhexyl maleurate). Yield: 95.0%. Reaction SMILES: [CH2:1]([CH:3]([CH2:6][CH2:7][CH2:8][CH3:9])[CH2:4][OH:5])[CH3:2].[C:10]([N:13]1[C:17](=[O:18])[CH:16]=[CH:15][C:14]1=[O:19])(=[O:12])[NH2:11]>>[C:17]([O:5][CH2:4][CH:3]([CH2:1][CH3:2])[CH2:6][CH2:7][CH2:8][CH3:9])(=[O:18])/[CH:16]=[CH:15]\[C:14](=[O:19])[NH:13][C:10](=[O:12])[NH2:11]. Procedure: The addition of 2-ethylhexanol to N-carbamylmaleimide under the conditions of Example C afforded a 95% yield of 2-ethylhexyl maleurate. M.P.: 73°-6° C.; 1H NMR (CDCl3): δ10.6 (br s, 1H), 8.2 (br s, 1H), 6.3 (m, 2H), 5.8 (br s, 1H), 4.2 (m, 2H), 1.6 (m, 1H), 1.3 (m, 8H), 0.9 (t, 6H); HPLC (40% CH3CN/H2O, C8): Rt=14.2 minutes. The reactants are BrC=1C=CC(=C(C1)C=1SC=C(N1)C(=O)O)F (2-(5-bromo-2-fluorophenyl)thiazole-4-carboxylic acid), FC(C1=CC=CC(=N1)C#N)(F)F (6-(trifluoromethyl)picolinonitrile). Product: FC(C1=CC=CC(=N1)C=1SC=C(N1)C(=O)O)(F)F (2-(6-(trifluoromethyl)pyridin-2-yl)thiazole-4-carboxylic acid). RXN SMILES: BrC1C=CC(F)=C(C2[S:9][CH:10]=[C:11]([C:13]([OH:15])=[O:14])N=2)C=1.[F:17][C:18]([F:28])([F:27])[C:19]1[N:24]=[C:23]([C:25]#[N:26])[CH:22]=[CH:21][CH:20]=1>>[F:28][C:18]([F:27])([F:17])[C:19]1[N:24]=[C:23]([C:25]2[S:9][CH:10]=[C:11]([C:13]([OH:15])=[O:14])[N:26]=2)[CH:22]=[CH:21][CH:20]=1. Procedure details: Following the procedure of Intermediate 129, replacing 5-bromo-2-fluoro-benzonitrile with 6-(trifluoromethyl)picolinonitrile gave the title compound. Starting materials: N1(CCCCC1)CC1=CC=C(N\C(\C2=CC=CC=C2)=C\2/C(NC3=CC(=CC=C23)C(=O)O)=O)C=C1 (3-Z-[1-(4-(piperidin-1-yl-methyl)-anilino)-1-phenyl-methylene]-6-carboxy-2-indolinone). Solvent: C(CCC)O (n-butanol). The product is N1(CCCCC1)CC1=CC=C(N\C(\C2=CC=CC=C2)=C\2/C(NC3=CC(=CC=C23)C(=O)OCCCC)=O)C=C1 (3-Z-[1-(4-(piperidin-1-yl-methyl)-anilino)-1-phenyl-methylene]-6-butyloxycarbonyl-2-indolinone). RXN SMILES: [N:1]1([CH2:7][C:8]2[CH:34]=[CH:33][C:11]([NH:12]/[C:13](=[C:20]3\[C:21](=[O:32])[NH:22][C:23]4[C:28]\3=[CH:27][CH:26]=[C:25]([C:29]([OH:31])=[O:30])[CH:24]=4)/[C:14]3[CH:19]=[CH:18][CH:17]=[CH:16][CH:15]=3)=[CH:10][CH:9]=2)[CH2:6][CH2:5][CH2:4][CH2:3][CH2:2]1>C(O)CCC>[N:1]1([CH2:7][C:8]2[CH:9]=[CH:10][C:11]([NH:12]/[C:13](=[C:20]3\[C:21](=[O:32])[NH:22][C:23]4[C:28]\3=[CH:27][CH:26]=[C:25]([C:29]([O:31][CH2:2][CH2:3][CH2:4][CH3:5])=[O:30])[CH:24]=4)/[C:14]3[CH:15]=[CH:16][CH:17]=[CH:18][CH:19]=3)=[CH:33][CH:34]=2)[CH2:6][CH2:5][CH2:4][CH2:3][CH2:2]1. Procedure details: Prepared from 3-Z-[1-(4-(piperidin-1-yl-methyl)-anilino)-1-phenyl-methylene]-6-carboxy-2-indolinone and n-butanol Rf value: 0.5 (silica gel, methylene chloride/methanol=10:1) C32H35N3O3